This data is from the Open Reaction Database (ORD), a public repository of structured organic reaction records. The task is: describe an organic reaction: reactants, conditions, products, and yield The reactants are CCOC(C)=O, COCC(=O)N1CCc2nc(-c3nc4c(OC)ccc(N5CCOCC5)c4s3)[nH]c2CC1, C1CCOC1, O. The product is COCCN1CCc2nc(-c3nc4c(OC)ccc(N5CCOCC5)c4s3)[nH]c2CC1. RXN SMILES: [CH2:33]([O:34][C:35](=[O:36])[CH3:37])[CH3:38].[CH3:1][O:2][CH2:3][C:4](=[O:5])[N:6]1[CH2:7][CH2:8][c:9]2[c:10]([n:13][c:14](-[c:16]3[s:17][c:18]4[c:19]([n:20]3)[c:21]([O:31][CH3:32])[cH:22][cH:23][c:24]4[N:25]3[CH2:26][CH2:27][O:28][CH2:29][CH2:30]3)[nH:15]2)[CH2:11][CH2:12]1.[O:40]1[CH2:41][CH2:42][CH2:43][CH2:44]1.[OH2:39]>>[CH3:1][O:2][CH2:3][CH2:4][N:6]1[CH2:7][CH2:8][c:9]2[c:10]([nH:13][c:14](-[c:16]3[s:17][c:18]4[c:19]([n:20]3)[c:21]([O:31][CH3:32])[cH:22][cH:23][c:24]4[N:25]3[CH2:26][CH2:27][O:28][CH2:29][CH2:30]3)[n:15]2)[CH2:11][CH2:12]1.